Dataset: the Open Reaction Database (ORD), a public repository of structured organic reaction records. Task: describe an organic reaction: reactants, conditions, products, and yield The reactants are [Al+3], C1CCOC1, COCCOCOc1cccc(C#N)c1, [H-], [H-], [H-], [H-], [Li+]. Product: COCCOCOc1cccc(CN)c1. RXN SMILES: [Al+3:17].[CH2:22]1[O:23][CH2:24][CH2:25][CH2:26]1.[CH3:1][O:2][CH2:3][CH2:4][O:5][CH2:6][O:7][c:8]1[cH:9][c:10]([C:11]#[N:12])[cH:13][cH:14][cH:15]1.[H-:16].[H-:19].[H-:20].[H-:21].[Li+:18]>>[CH3:1][O:2][CH2:3][CH2:4][O:5][CH2:6][O:7][c:8]1[cH:9][c:10]([CH2:11][NH2:12])[cH:13][cH:14][cH:15]1. Reactants: CC(C)(C)[O-], CS(C)=O, NC(=O)CCl, [K+], O=C(O)C(=NO)c1ccco1. The product is NC(=O)CON=C(C(=O)O)c1ccco1. RXN SMILES: [CH3:1][C:2]([CH3:3])([O-:4])[CH3:5].[CH3:23][S:24]([CH3:25])=[O:26].[Cl:18][CH2:19][C:20](=[O:21])[NH2:22].[K+:6].[OH:7][N:8]=[C:9]([C:10](=[O:11])[OH:12])[c:13]1[o:14][cH:15][cH:16][cH:17]1>>[O:7]([N:8]=[C:9]([C:10](=[O:11])[OH:12])[c:13]1[o:14][cH:15][cH:16][cH:17]1)[CH2:19][C:20](=[O:21])[NH2:22]. The reactants are NC1=NC(=NC2=CC(=C(C=C12)OC)OC)N1C[C@H](N(CC1)C(=O)OCC1=CC=CC=C1)C(=O)NC(C)(C)C ((S)-1-(4-Amino-6,7-dimethoxy-2-quinazolinyl)-4-[(benzyloxy)carbonyl]-3-(1,1-dimethylethylamino)carbonyl piperazine). Reagents/catalysts: [Pd] (Pd-C). Run in CCO (EtOH). Product: NC1=NC(=NC2=CC(=C(C=C12)OC)OC)N1C[C@H](NCC1)C(=O)NC(C)(C)C ((S)-1-(4-Amino-6,7-dimethoxy-2-quinazolinyl)-3-(1,1-dimethylethylamino)carbonyl piperazine). As a reaction SMILES: [NH2:1][C:2]1[C:11]2[C:6](=[CH:7][C:8]([O:14][CH3:15])=[C:9]([O:12][CH3:13])[CH:10]=2)[N:5]=[C:4]([N:16]2[CH2:21][CH2:20][N:19](C(OCC3C=CC=CC=3)=O)[C@H:18]([C:32]([NH:34][C:35]([CH3:38])([CH3:37])[CH3:36])=[O:33])[CH2:17]2)[N:3]=1>CCO.[Pd]>[NH2:1][C:2]1[C:11]2[C:6](=[CH:7][C:8]([O:14][CH3:15])=[C:9]([O:12][CH3:13])[CH:10]=2)[N:5]=[C:4]([N:16]2[CH2:21][CH2:20][NH:19][C@H:18]([C:32]([NH:34][C:35]([CH3:38])([CH3:37])[CH3:36])=[O:33])[CH2:17]2)[N:3]=1. Procedure: A solution of (S)-1-(4-Amino-6,7-dimethoxy-2-quinazolinyl)-4-[(benzyloxy)carbonyl]-3-(1,1-dimethylethylamino)carbonyl piperazine (1.11 g, 2.124 mmol) and 10% Pd-C (111 mg, 10 weight %) in dry EtOH (8 mL) was evacuated under high vacuum and purged to a H2 balloon (14 h). The mixture was filtered through Celite (30 mm×30 mm), the filter cake washed with EtOH and concentrated in vacuo. PCTLC (SiO2, 4 mm, 0-10% CH3OH/CH2 Cl2) provided the title compound. Reactants: ClC=1N=CC2=C(N(CCC(N2C)=O)CCOC)N1 (2-chloro-9-(2-methoxy-ethyl)-5-methyl-5,7,8,9-tetrahydro-pyrimido[4,5-b][1,4]diazepin-6-one), NC1=C(C=C(C(=O)O)C=C1)OC (4-amino-3-methoxy-benzoic acid), C(C)O (ethanol). Reagents/catalysts: Cl (hydrochloric acid). The solvent is O (water). Yields the product COC=1C=C(C(=O)O)C=CC1NC=1N=CC2=C(N(CCC(N2C)=O)CCOC)N1 (3-methoxy-4-[9-(2-methoxy-ethyl)-5-methyl-6-oxo-6,7,8,9-tetrahydro-5H-pyrimido[4,5-b][1,4]diazepin-2-ylamino]-benzoic acid). Yield: 68.5%. As a reaction SMILES: Cl[C:2]1[N:3]=[CH:4][C:5]2[N:11]([CH3:12])[C:10](=[O:13])[CH2:9][CH2:8][N:7]([CH2:14][CH2:15][O:16][CH3:17])[C:6]=2[N:18]=1.[NH2:19][C:20]1[CH:28]=[CH:27][C:23]([C:24]([OH:26])=[O:25])=[CH:22][C:21]=1[O:29][CH3:30].C(O)C>Cl.O>[CH3:30][O:29][C:21]1[CH:22]=[C:23]([CH:27]=[CH:28][C:20]=1[NH:19][C:2]1[N:3]=[CH:4][C:5]2[N:11]([CH3:12])[C:10](=[O:13])[CH2:9][CH2:8][N:7]([CH2:14][CH2:15][O:16][CH3:17])[C:6]=2[N:18]=1)[C:24]([OH:26])=[O:25]. Reported procedure: A mixture of 0.108 g (0.0004 mole) of 2-chloro-9-(2-methoxy-ethyl)-5-methyl-5,7,8,9-tetrahydro-pyrimido[4,5-b][1,4]diazepin-6-one (VII-40), 0.08 g (0.00048 mole) of 4-amino-3-methoxy-benzoic acid, 0.5 mL of ethanol, 2 mL of water, and 2 drops of hydrochloric acid was heated at 100 degrees overnight. Upon cooling, a precipitate formed which was collected by filtration to give 0.11 g of 3-methoxy-4-[9-(2-methoxy-ethyl)-5-methyl-6-oxo-6,7,8,9-tetrahydro-5H-pyrimido[4,5-b][1,4]diazepin-2-ylamino]-be...